describe an organic reaction: reactants, conditions, products, and yield From a dataset of the Open Reaction Database (ORD), a public repository of structured organic reaction records. The reactants are C(C)NC1=CC=C(C=C1)N1CCN(CC1)CC1=CC=CC=C1 (1-(4-ethylaminophenyl)-4-phenylmethylpiperazine). The reagents and catalysts are [Pd] (palladium on carbon). The solvent is C(C)O (ethanol). Product: C(C)NC1=CC=C(C=C1)N1CCNCC1 (1-(4-Ethylaminophenyl)piperazine). As a reaction SMILES: [CH2:1]([NH:3][C:4]1[CH:9]=[CH:8][C:7]([N:10]2[CH2:15][CH2:14][N:13](CC3C=CC=CC=3)[CH2:12][CH2:11]2)=[CH:6][CH:5]=1)[CH3:2]>C(O)C.[Pd]>[CH2:1]([NH:3][C:4]1[CH:5]=[CH:6][C:7]([N:10]2[CH2:11][CH2:12][NH:13][CH2:14][CH2:15]2)=[CH:8][CH:9]=1)[CH3:2]. Reported procedure: A solution of 1-(4-ethylaminophenyl)-4-phenylmethylpiperazine in ethanol is catalytically hydrogenated at about 70° C. and 50 p.s.i., in the presence of 10% palladium on carbon. After hydrogen uptake ceases, the catalyst is removed by filtration and the filtrate concentrated to obtain the title compound. The reactants are CC1=C(C(=O)c2ccco2)C(c2ccc(C#N)cc2)N(Cc2cccc(C(=O)OC(C)(C)C)c2)C(=O)N1c1cccc(C(F)(F)F)c1, O=C(O)C(F)(F)F. The product is CC1=C(C(=O)c2ccco2)C(c2ccc(C#N)cc2)N(Cc2cccc(C(=O)O)c2)C(=O)N1c1cccc(C(F)(F)F)c1. RXN SMILES: [C:1](#[N:2])[c:3]1[cH:4][cH:5][c:6]([CH:9]2[C:10]([C:41](=[O:42])[c:43]3[o:44][cH:45][cH:46][cH:47]3)=[C:11]([CH3:40])[N:12]([c:30]3[cH:31][c:32]([C:36]([F:37])([F:38])[F:39])[cH:33][cH:34][cH:35]3)[C:13](=[O:29])[N:14]2[CH2:15][c:16]2[cH:17][c:18]([C:19](=[O:20])[O:21][C:22]([CH3:23])([CH3:24])[CH3:25])[cH:26][cH:27][cH:28]2)[cH:7][cH:8]1.[OH:48][C:49]([C:50]([F:51])([F:52])[F:53])=[O:54]>>[C:1](#[N:2])[c:3]1[cH:4][cH:5][c:6]([CH:9]2[C:10]([C:41](=[O:42])[c:43]3[o:44][cH:45][cH:46][cH:47]3)=[C:11]([CH3:40])[N:12]([c:30]3[cH:31][c:32]([C:36]([F:37])([F:38])[F:39])[cH:33][cH:34][cH:35]3)[C:13](=[O:29])[N:14]2[CH2:15][c:16]2[cH:17][c:18]([C:19](=[O:20])[OH:21])[cH:26][cH:27][cH:28]2)[cH:7][cH:8]1. Starting materials: CCN=C=O, ClCCl, FC(F)(F)c1cccc(OC2CNC2)c1, c1ccccc1. The product is CCNC(=O)N1CC(Oc2cccc(C(F)(F)F)c2)C1. As a reaction SMILES: [CH2:16]([CH3:17])[N:18]=[C:19]=[O:20].[CH2:27]([Cl:28])[Cl:29].[F:1][C:2]([c:3]1[cH:4][c:5]([O:6][CH:7]2[CH2:8][NH:9][CH2:10]2)[cH:11][cH:12][cH:13]1)([F:14])[F:15].[cH:21]1[cH:22][cH:23][cH:24][cH:25][cH:26]1>>[F:1][C:2]([c:3]1[cH:4][c:5]([O:6][CH:7]2[CH2:8][N:9]([C:19]([NH:18][CH2:16][CH3:17])=[O:20])[CH2:10]2)[cH:11][cH:12][cH:13]1)([F:14])[F:15]. The reactants are C(C1=CC=CC=C1)NCC(=C)C (N-benzyl-2-methyl-prop-2-en-1-amine), O1CC12CCN(CC2)C(=O)OC(C)(C)C (tert-butyl 1-oxa-6-azaspiro[2.5]octane-6-carboxylate). Solvent: C(C)O (ethanol). Reaction conditions: temperature 80 celsius. The product is C(C1=CC=CC=C1)N(CC(=C)C)CC1(CCN(CC1)C(=O)OC(C)(C)C)O (tert-butyl 4-[[benzyl(2-methylallyl)amino]methyl]-4-hydroxy-piperidine-1-carboxylate). The yield is 100.1%. Reaction SMILES: [CH2:1]([NH:8][CH2:9][C:10]([CH3:12])=[CH2:11])[C:2]1[CH:7]=[CH:6][CH:5]=[CH:4][CH:3]=1.[O:13]1[C:15]2([CH2:20][CH2:19][N:18]([C:21]([O:23][C:24]([CH3:27])([CH3:26])[CH3:25])=[O:22])[CH2:17][CH2:16]2)[CH2:14]1>C(O)C>[CH2:1]([N:8]([CH2:14][C:15]1([OH:13])[CH2:16][CH2:17][N:18]([C:21]([O:23][C:24]([CH3:27])([CH3:26])[CH3:25])=[O:22])[CH2:19][CH2:20]1)[CH2:9][C:10]([CH3:12])=[CH2:11])[C:2]1[CH:7]=[CH:6][CH:5]=[CH:4][CH:3]=1. Procedure: A mixture of N-benzyl-2-methyl-prop-2-en-1-amine (0.57 g, 3.52 mmol) and tert-butyl 1-oxa-6-azaspiro[2.5]octane-6-carboxylate (0.75 g, 3.52 mmol) in ethanol (4 mL) was heated at 80° C. in a sealed vial for 16 hours. The reaction mixture was cooled and concentrated in vacuo to give tert-butyl 4-[[benzyl(2-methylallyl)amino]methyl]-4-hydroxy-piperidine-1-carboxylate (1.32 g, 100%) as a colorless oil. ESI-MS m/z calc. 374.5. found 375.7 (M+1)+; Retention time: 1.24 minutes (3 min run). Starting materials: CC[O-].[Na+] (NaOC2H5), IC1=C2C=CC(=CC2=CC=C1)O (5-iodo-2-naphthol), BrCCCC#N (4-bromobutyronitrile). The solvent is O (water), CCO (EtOH). Run at time 10 minute. The product is C(#N)CCCOC1=CC=CC2=C(C=CC=C12)I (1-(cyanopropyloxy)-5-iodonaphthalene). Isolated yield 20.6%. Reaction SMILES: [I:1][C:2]1[CH:11]=[CH:10][CH:9]=[C:8]2[C:3]=1[CH:4]=[CH:5][C:6](O)=[CH:7]2.[CH3:13][CH2:14][O-:15].[Na+].BrCC[CH2:20][C:21]#[N:22]>CCO.O>[C:21]([CH2:20][CH2:13][CH2:14][O:15][C:7]1[C:8]2[C:3](=[C:2]([I:1])[CH:11]=[CH:10][CH:9]=2)[CH:4]=[CH:5][CH:6]=1)#[N:22] |f:1.2|. Procedure: To a stirred mixture of 5-iodo-2-naphthol (300 mg, 1.11 mmol) in EtOH (7 mL) was added NaOC2H5 (90.7 mg, 1.2 equiv) and, after 10 min, 4-bromobutyronitrile (0.22 mL, 2.0 equiv). The mixture was then heated at reflux for 2 h. It was diluted with water, extracted with dichloromethane, washed with brine and dried (Na2SO4). Concentration and chromatography on silica gel (hexane/ethyl acetate=4:1) gave 1-(cyanopropyloxy)-5-iodonaphthalene (77 mg, 20.6%). Reactants: C(=O)(OCC)C1N(CC2=CC(=C(C=C2C1)OC)OC)C (3-carboethoxy-6,7-dimethoxy-N-methyl-1,2,3,4-tetrahydroisoquinoline), [Li+].CC(C)[N-]C(C)C (LDA), Cl (HCl), COC=1C=C(C=CC1OC)C(C#N)(CCCI)C(C)C (2-(3,4-dimethoxyphenyl)-2-isopropyl-2-(3-iodopropyl)acetonitrile). Procedure details: The resulting ester of formula 31 is then treated with an iodoalkane of formula 22 (see Scheme III, step 2) in the presence of a strong base to form an alkylated tetrahydroisoquinoline ester of formula 32. For example, 3-carboethoxy-6,7-dimethoxy-N-methyl-1,2,3,4-tetrahydroisoquinoline (31) is added to a solution of LDA in THF at -70° C. and allowed to stand for 5-60 minutes, preferably about 10 minutes. To this reaction mixture is then added 2-(3,4-dimethoxyphenyl)-2-isopropyl-2-(3-iodopropyl)a... Yields the product C(=O)(OCC)C1(N(CC2=CC(=C(C=C2C1)OC)OC)C)CCCC(C#N)(C(C)C)C1=CC(=C(C=C1)OC)OC (3-carboethoxy-3-[4-(3,4-dimethoxyphenyl)-4-isopropyl-4-cyanobutyl]-6,7-dimethoxy-N-methyl-1,2,3,4-tetrahydroisoquinoline). Run at temperature 0 celsius, time 10 minute. As a reaction SMILES: [C:1]([CH:6]1[CH2:15][C:14]2[C:9](=[CH:10][C:11]([O:18][CH3:19])=[C:12]([O:16][CH3:17])[CH:13]=2)[CH2:8][N:7]1[CH3:20])([O:3][CH2:4][CH3:5])=[O:2].[Li+].CC([N-]C(C)C)C.[CH3:29][O:30][C:31]1[CH:32]=[C:33]([C:39]([CH:46]([CH3:48])[CH3:47])([CH2:42][CH2:43][CH2:44]I)[C:40]#[N:41])[CH:34]=[CH:35][C:36]=1[O:37][CH3:38].Cl>C1COCC1>[C:1]([C:6]1([CH2:44][CH2:43][CH2:42][C:39]([C:33]2[CH:34]=[CH:35][C:36]([O:37][CH3:38])=[C:31]([O:30][CH3:29])[CH:32]=2)([CH:46]([CH3:48])[CH3:47])[C:40]#[N:41])[CH2:15][C:14]2[C:9](=[CH:10][C:11]([O:18][CH3:19])=[C:12]([O:16][CH3:17])[CH:13]=2)[CH2:8][N:7]1[CH3:20])([O:3][CH2:4][CH3:5])=[O:2] |f:1.2|. The solvent is C1CCOC1 (THF), C1CCOC1 (THF).